This data is from the Open Reaction Database (ORD), a public repository of structured organic reaction records. The task is: describe an organic reaction: reactants, conditions, products, and yield The reactants are ClCCCBr, CCCC[O-], COc1cc2c(cc1OC)CC(=O)NCC2, CS(C)=O, [K], O. The product is COc1cc2c(cc1OC)CC(=O)N(CCCCl)CC2. RXN SMILES: [Br:23][CH2:24][CH2:25][CH2:26][Cl:27].[CH3:18][CH2:19][CH2:20][CH2:21][O-:22].[CH3:1][O:2][c:3]1[cH:4][c:5]2[c:6]([cH:13][c:14]1[O:15][CH3:16])[CH2:7][C:8](=[O:12])[NH:9][CH2:10][CH2:11]2.[CH3:28][S:29]([CH3:30])=[O:31].[K:17].[OH2:32]>>[CH3:1][O:2][c:3]1[cH:4][c:5]2[c:6]([cH:13][c:14]1[O:15][CH3:16])[CH2:7][C:8](=[O:12])[N:9]([CH2:24][CH2:25][CH2:26][Cl:27])[CH2:10][CH2:11]2. Starting materials: C(C1=CC=CC=C1)OC=1C=C2C(CCOC2=CC1)=O (6-benzyloxy-4-chromanone), COC1=C(C=C(C=O)C=C1)C(=O)OC (4-methoxy-3-methoxycarbonylbenzaldehyde). Product: C(C1=CC=CC=C1)OC=1C=C2C(C(COC2=CC1)=CC1=CC(=C(C=C1)OC)C(=O)OC)=O (6-Benzyloxy-3-(4-methoxy-3-(methoxycarbonyl)benzylidene)-4-chromanone). As a reaction SMILES: [CH2:1]([O:8][C:9]1[CH:10]=[C:11]2[C:16](=[CH:17][CH:18]=1)[O:15][CH2:14][CH2:13][C:12]2=[O:19])[C:2]1[CH:7]=[CH:6][CH:5]=[CH:4][CH:3]=1.[CH3:20][O:21][C:22]1[CH:29]=[CH:28][C:25]([CH:26]=O)=[CH:24][C:23]=1[C:30]([O:32][CH3:33])=[O:31]>>[CH2:1]([O:8][C:9]1[CH:10]=[C:11]2[C:16](=[CH:17][CH:18]=1)[O:15][CH2:14][C:13](=[CH:26][C:25]1[CH:28]=[CH:29][C:22]([O:21][CH3:20])=[C:23]([C:30]([O:32][CH3:33])=[O:31])[CH:24]=1)[C:12]2=[O:19])[C:2]1[CH:3]=[CH:4][CH:5]=[CH:6][CH:7]=1. Procedure details: By the method of Example 44, 6-benzyloxy-4-chromanone (20.95 g) and 4-methoxy-3-methoxycarbonylbenzaldehyde were converted to present title product, 25.75 g (73%); tlc (19:1 CH2Cl2 :ether) Rf 0.70. Starting materials: [N+](=O)([O-])C1=CC2=C(OCCN2)C=C1 (6-nitro-3,4-dihydro-2H-benzo[b][1,4]oxazine), C(C)(=O)OC(C)=O (acetic anhydride). Solvent: CCOC(=O)C (EtOAc). Run at time 15 hour. The product is [N+](=O)([O-])C1=CC2=C(OCCN2C(C)=O)C=C1 (1-(6-nitro-2H-benzo[b][1,4]oxazin-4(3H)-yl)ethanone). RXN SMILES: [N+:1]([C:4]1[CH:13]=[CH:12][C:7]2[O:8][CH2:9][CH2:10][NH:11][C:6]=2[CH:5]=1)([O-:3])=[O:2].[C:14](OC(=O)C)(=[O:16])[CH3:15]>CCOC(C)=O>[N+:1]([C:4]1[CH:13]=[CH:12][C:7]2[O:8][CH2:9][CH2:10][N:11]([C:14](=[O:16])[CH3:15])[C:6]=2[CH:5]=1)([O-:3])=[O:2]. Procedure details: A solution of 6-nitro-3,4-dihydro-2H-benzo[b][1,4]oxazine (0.7 g, 3.89 mmol) in acetic anhydride (1.9 mL) and EtOAc (7 mL) was heater under reflux with stirring. After 15 h, the mixture was concentrated under reduced pressure to give 1-(6-nitro-2H-benzo[b][1,4]oxazin-4(3H)-yl)ethanone as a yellow solid, which was carried on crude without purification: Mass Spectrum (ESI) m/e=223.0 (M+1). RXN SMILES: [C:33](=[O:34])([O-:35])[O-:36].[CH3:51][OH:52].[F:1][C:2]([c:3]1[cH:4][c:5]([CH2:13][O:14][CH:15]2[C:16]3([c:25]4[cH:26][cH:27][cH:28][cH:29][cH:30]4)[CH2:17][CH:18]([CH:23]=[O:24])[CH:19]([CH2:20][CH2:21]2)[NH:22]3)[cH:6][c:7]([C:9]([F:10])([F:11])[F:12])[cH:8]1)([F:31])[F:32].[K+:37].[K+:38].[N+:39](=[C:40]([P:41](=[O:42])([O:43][CH3:44])[O:45][CH3:46])[C:47](=[O:48])[CH3:49])=[N-:50]>>[F:1][C:2]([c:3]1[cH:4][c:5]([CH2:13][O:14][CH:15]2[C:16]3([c:25]4[cH:26][cH:27][cH:28][cH:29][cH:30]4)[CH2:17][CH:18]([C:23]#[CH:33])[CH:19]([CH2:20][CH2:21]2)[NH:22]3)[cH:6][c:7]([C:9]([F:10])([F:11])[F:12])[cH:8]1)([F:31])[F:32]. Reactants: O=C([O-])[O-], CO, O=CC1CC2(c3ccccc3)NC1CCC2OCc1cc(C(F)(F)F)cc(C(F)(F)F)c1, [K+], [K+], COP(=O)(OC)C(=[N+]=[N-])C(C)=O. The product is C#CC1CC2(c3ccccc3)NC1CCC2OCc1cc(C(F)(F)F)cc(C(F)(F)F)c1. Starting materials: OC1CN(CC1)C1C(CCCC1)N (2-(3-hydroxy-1-pyrrolidinyl)cyclohexylamine), C(=O)(N1C=NC=C1)N1C=NC=C1 (carbonyldiimidazole), ClC=1C=C(C(=O)O)C=CC1Cl (3,4-dichlorobenzoic acid). Product: CN(C(C1=CC(=C(C=C1)Cl)Cl)=O)C1C(CCCC1)N1CC(CC1)O (N-methyl-N-[2-(3-hydroxy-1-pyrrolidinyl)cyclohexyl]-3,4-dichlorobenzamide). Reaction SMILES: [OH:1][CH:2]1[CH2:6][CH2:5][N:4]([CH:7]2[CH2:12][CH2:11][CH2:10][CH2:9][CH:8]2[NH2:13])[CH2:3]1.[C:14](N1C=CN=C1)(N1C=CN=C1)=O.[Cl:26][C:27]1[CH:28]=[C:29]([CH:33]=[CH:34][C:35]=1[Cl:36])[C:30](O)=[O:31]>>[CH3:14][N:13]([CH:8]1[CH2:9][CH2:10][CH2:11][CH2:12][CH:7]1[N:4]1[CH2:5][CH2:6][CH:2]([OH:1])[CH2:3]1)[C:30](=[O:31])[C:29]1[CH:33]=[CH:34][C:35]([Cl:36])=[C:27]([Cl:26])[CH:28]=1. Reported procedure: Following the procedure of Example 1a, using trans-N-methyl-N-[2-(3-hydroxy-1-pyrrolidinyl)cyclohexylamine, carbonyldiimidazole] and 3,4-dichlorobenzoic acid there is obtained N-methyl-N-[2-(3-hydroxy-1-pyrrolidinyl)cyclohexyl]-3,4-dichlorobenzamide.